Dataset: the Open Reaction Database (ORD), a public repository of structured organic reaction records. Task: describe an organic reaction: reactants, conditions, products, and yield The reactants are ClC1=NC(=NC(=C1CCCl)C1=CC(=CC=C1)OC)N1CCOCC1 (4-[4-chloro-5-(2-chloroethyl)-6-(3-methoxyphenyl)-pyrimidin-2-yl]-morpholine), NC=1C=NC=CC1 (3-aminopyridine). Yields the product COC=1C=C(C=CC1)C=1C2=C(N=C(N1)N1CCOCC1)N(CC2)C=2C=NC=CC2 (4-(3-Methoxy-phenyl)-2-morpholin-4-yl-7-pyridin-3-yl-6,7-dihydro-5H-pyrrolo[2,3-d]pyrimidine). Reaction SMILES: Cl[C:2]1[C:7]([CH2:8][CH2:9]Cl)=[C:6]([C:11]2[CH:16]=[CH:15][CH:14]=[C:13]([O:17][CH3:18])[CH:12]=2)[N:5]=[C:4]([N:19]2[CH2:24][CH2:23][O:22][CH2:21][CH2:20]2)[N:3]=1.[NH2:25][C:26]1[CH:27]=[N:28][CH:29]=[CH:30][CH:31]=1>>[CH3:18][O:17][C:13]1[CH:12]=[C:11]([C:6]2[C:7]3[CH2:8][CH2:9][N:25]([C:26]4[CH:27]=[N:28][CH:29]=[CH:30][CH:31]=4)[C:2]=3[N:3]=[C:4]([N:19]3[CH2:24][CH2:23][O:22][CH2:21][CH2:20]3)[N:5]=2)[CH:16]=[CH:15][CH:14]=1. Reported procedure: In the same manner as Example 1-A-01, from 4-[4-chloro-5-(2-chloroethyl)-6-(3-methoxyphenyl)-pyrimidin-2-yl]-morpholine and 3-aminopyridine, the desired compound was obtained. Starting materials: C/C(=C\C(NCC=1C=NC=CC1)=O)/C1=CC=C(OCC(=O)OCC)C=C1 (ethyl [4-[(E)-1-methyl-2-[N-(3-pyridylmethyl)carbamoyl]ethenyl]phenoxy]acetate), C([O-])([O-])=O.[K+].[K+] (potassium carbonate), Cl (HCl). Run in CO (methanol). The product is C/C(=C\C(NCC=1C=NC=CC1)=O)/C1=CC=C(OCC(=O)O)C=C1 ([4-[(E)-1-methyl-2-[N-(3-pyridylmethyl)carbamoyl]ethenyl]phenoxy]acetic acid). The yield is 39.0%. As a reaction SMILES: [CH3:1]/[C:2](/[C:14]1[CH:26]=[CH:25][C:17]([O:18][CH2:19][C:20]([O:22]CC)=[O:21])=[CH:16][CH:15]=1)=[CH:3]\[C:4](=[O:13])[NH:5][CH2:6][C:7]1[CH:8]=[N:9][CH:10]=[CH:11][CH:12]=1.C(=O)([O-])[O-].[K+].[K+].Cl>CO>[CH3:1]/[C:2](/[C:14]1[CH:15]=[CH:16][C:17]([O:18][CH2:19][C:20]([OH:22])=[O:21])=[CH:25][CH:26]=1)=[CH:3]\[C:4](=[O:13])[NH:5][CH2:6][C:7]1[CH:8]=[N:9][CH:10]=[CH:11][CH:12]=1 |f:1.2.3|. Procedure details: 0.5 g of ethyl [4-[(E)-1-methyl-2-[N-(3-pyridylmethyl)carbamoyl]ethenyl]-phenoxy]acetate from Example 85 was mixed with 0.39 g of anhydrous potassium carbonate and 20 ml of 50% aqueous methanol, and then refluxed for 2 hours. The reaction mixture was adjusted to pH 6 with 3 mol/l HCl while cooling on ice, and the precipitate was filtered and dried to give [4-[(E)-1-methyl-2-[N-(3-pyridylmethyl)carbamoyl]ethenyl]phenoxy]acetic acid (179.6 mg, 39%). Reactants: OO (H2O2), O (water), C(C)(=O)O[C@@H]1C[C@@H]2CCC3=C4C(C[C@H]([C@@H](CCC=C(C)C)C)[C@]4(CC[C@@H]3[C@]2(CC1)C)C)=O (3β-acetoxy-5α-cholesta-8(14),24-dien-15-one), sulfide, C(C)(=O)[O-].[Na+] (sodium acetate). The solvent is O1CCCC1 (tetrahydrofuran). Conditions: time 8 hour. The product is C(C)(=O)O[C@@H]1C[C@@H]2CCC3=C4C(C[C@H]([C@@H](CCC(C(C)C)O)C)[C@]4(CC[C@@H]3[C@]2(CC1)C)C)=O (3β-acetoxy-24 -hydroxy-5α-cholest-8(14)-en-15-one). As a reaction SMILES: [C:1]([O:4][C@H:5]1[CH2:29][CH2:28][C@@:27]2([CH3:30])[C@@H:7]([CH2:8][CH2:9][C:10]3[C@@H:26]2[CH2:25][CH2:24][C@@:23]2([CH3:31])[C:11]=3[C:12](=[O:32])[CH2:13][C@@H:14]2[C@H:15]([CH3:22])[CH2:16][CH2:17][CH:18]=[C:19]([CH3:21])[CH3:20])[CH2:6]1)(=[O:3])[CH3:2].C([O-])(=[O:35])C.[Na+].OO.O>O1CCCC1>[C:1]([O:4][C@H:5]1[CH2:29][CH2:28][C@@:27]2([CH3:30])[C@@H:7]([CH2:8][CH2:9][C:10]3[C@@H:26]2[CH2:25][CH2:24][C@@:23]2([CH3:31])[C:11]=3[C:12](=[O:32])[CH2:13][C@@H:14]2[C@H:15]([CH3:22])[CH2:16][CH2:17][CH:18]([OH:35])[CH:19]([CH3:21])[CH3:20])[CH2:6]1)(=[O:3])[CH3:2] |f:1.2|. Procedure details: To a solution of 3β-acetoxy-5α-cholesta-8(14),24-dien-15-one (220 mg) in tetrahydrofuran (3 ml) was added boranedimethyl sulfide (0.125 ml) dropwise at 0° C. After standing overnight at -20° C., 3N sodium acetate (0.4 ml) was added followed by 30% aqueous H2O2 (0.4 ml) at room temperature. After stirring for 3 h at room temperature, the reaction mixture was poured into water (10 ml) and extracted 3 times with ether (5-ml portions). The combined ether extracts were washed with water (5 ml), dried... The reactants are ClC=1C(=CC2=C(CC(O2)=O)C1)N1CCCCC1 (5-chloro-6-(piperidin-1-yl)-benzofuran-2(3H)-one), CI (methyl iodide), [H-].[Na+] (sodium hydride). Run in COCCOC (1,2-dimethoxyethane), COCCOC (1,2-dimethoxyethane). Product: ClC=1C(=CC2=C(C(C(O2)=O)C)C1)N1CCCCC1 (5-chloro-3-methyl-6-(piperidin-1-yl)-benzofuran-2(3H)-one). Reaction SMILES: [Cl:1][C:2]1[C:3]([N:12]2[CH2:17][CH2:16][CH2:15][CH2:14][CH2:13]2)=[CH:4][C:5]2[O:9][C:8](=[O:10])[CH2:7][C:6]=2[CH:11]=1.[CH3:18]I.[H-].[Na+]>COCCOC>[Cl:1][C:2]1[C:3]([N:12]2[CH2:17][CH2:16][CH2:15][CH2:14][CH2:13]2)=[CH:4][C:5]2[O:9][C:8](=[O:10])[CH:7]([CH3:18])[C:6]=2[CH:11]=1 |f:2.3|. Procedure: A solution of 2.5 g (10 mmoles) of 5-chloro-6-(piperidin-1-yl)-benzofuran-2(3H)-one and 2.1 g (15 mmoles) of methyl iodide in 15 ml of absolute 1,2-dimethoxyethane is added dropwise in the course of 20 minutes to a suspension, boiling under nitrogen, of 530 mg (11 mmoles) of 50% strength sodium hydride-oil dispersion in 15 ml of absolute 1,2-dimethoxyethane. The mixture is then boiled under reflux for a further 3 hours, the solvent is removed in vacuo and the residue is cautiously acidified with... The reactants are O1C(COCC1)C(C)N (1-(1,4-dioxan-2-yl)ethanamine), BrC1=C(C=CC=C1)C(C(=O)OC)C(C)=O (methyl 2-(2-bromophenyl)-3-oxobutanoate), C(C)(=O)O (acetic acid). The solvent is CO (methanol). Run at time 8 hour. The product is O1C(COCC1)C(C)\N=C(\C(C(=O)OC)C1=C(C=CC=C1)Br)/C ((E)-methyl 3-((1-(1,4-dioxan-2-yl)ethyl)imino)-2-(2-bromophenyl)butanoate). As a reaction SMILES: [O:1]1[CH2:6][CH2:5][O:4][CH2:3][CH:2]1[CH:7]([NH2:9])[CH3:8].[Br:10][C:11]1[CH:16]=[CH:15][CH:14]=[CH:13][C:12]=1[CH:17]([C:22](=O)[CH3:23])[C:18]([O:20][CH3:21])=[O:19].C(O)(=O)C>CO>[O:1]1[CH2:6][CH2:5][O:4][CH2:3][CH:2]1[CH:7](/[N:9]=[C:22](\[CH3:23])/[CH:17]([C:12]1[CH:13]=[CH:14][CH:15]=[CH:16][C:11]=1[Br:10])[C:18]([O:20][CH3:21])=[O:19])[CH3:8]. Reported procedure: To a solution of 1-(1,4-dioxan-2-yl)ethanamine (2.5 g, 19 mmol) in methanol (100 mL) was added methyl 2-(2-bromophenyl)-3-oxobutanoate (5.4 g, 20 mmol) and acetic acid (1.8 g, 30 mmol). The resulting reaction system was warm to reflux and allowed to stir overnight. The reaction mixture was concentrated and purified by column chromatographed on silica gel (eluted: dichloromethane/methanol 50:1→20:1→5:1) the title compound (1 g, 14%) as a brown solid. LCMS (M+H+) m/z: calcd. 383.07. found 384.9. RXN SMILES: [Br:1][c:2]1[c:3]([CH:4]=[O:5])[c:6]([OH:17])[cH:7][c:8]([O:10][CH:11]2[O:12][CH2:13][CH2:14][CH2:15][CH2:16]2)[cH:9]1.[Br:24][CH2:25][c:26]1[cH:27][cH:28][cH:29][cH:30][cH:31]1.[K+:18].[K+:19].[O-:20][C:21]([O-:22])=[O:23].[O:32]=[CH:33][N:34]([CH3:35])[CH3:36]>>[Br:1][c:2]1[c:3]([CH:4]=[O:5])[c:6]([O:17][CH2:25][c:26]2[cH:27][cH:28][cH:29][cH:30][cH:31]2)[cH:7][c:8]([O:10][CH:11]2[O:12][CH2:13][CH2:14][CH2:15][CH2:16]2)[cH:9]1. Reactants: O=Cc1c(O)cc(OC2CCCCO2)cc1Br, BrCc1ccccc1, [K+], [K+], O=C([O-])[O-], CN(C)C=O. Product: O=Cc1c(Br)cc(OC2CCCCO2)cc1OCc1ccccc1. Reaction conditions: time 1 hour. Reported procedure: 6,7-Dihydro-2H-pyrano[3,4-c]pyrrol-4-one (5 g, 36 mmol) was formulated under standard Vilsmeier reaction using N,N-dimethylformamide (DMF, 1.2 eq.) and phosphorus oxychloride (POCl3, 1.1 eq.) in dichloromethane. The above mixture was stirred at room temperature for 1 hour. The precipitate salt was filtered, washed with dichloromethane, suspended in water and made basic with 6 N sodium hydroxide to pH=12. The mixture was stirred for 5 minutes and filtered. The solid was washed with ethanol/water ... Reactants: C1=C2C(=CN1)C(OCC2)=O (6,7-Dihydro-2H-pyrano[3,4-c]pyrrol-4-one), CN(C=O)C (N,N-dimethylformamide), P(=O)(Cl)(Cl)Cl (phosphorus oxychloride). Solvent: ClCCl (dichloromethane). Yield: 58.0%. The product is O=C1OCCC2=C1CCN2C=O (4-oxo-2,4,6,7-tetrahydro-pyrano[3,4]pyrrole-1-carbaldehyde). As a reaction SMILES: [CH:1]1[NH:5][CH:4]=[C:3]2[C:6](=[O:10])[O:7][CH2:8][CH2:9][C:2]=12.CN(C)[CH:13]=[O:14].P(Cl)(Cl)(Cl)=O>ClCCl>[O:10]=[C:6]1[C:3]2[CH2:2][CH2:1][N:5]([CH:13]=[O:14])[C:4]=2[CH2:9][CH2:8][O:7]1.